From a dataset of the Open Reaction Database (ORD), a public repository of structured organic reaction records. describe an organic reaction: reactants, conditions, products, and yield The reactants are CNOC, CCN(C(C)C)C(C)C, O=C(O)Cc1cccc(Cl)c1, ClCCl, Cl, On1nnc2ccccc21. Product: CON(C)C(=O)Cc1cccc(Cl)c1. As a reaction SMILES: [CH3:22][NH:23][O:24][CH3:25].[CH:27]([N:28]([CH:29]([CH3:30])[CH3:31])[CH2:32][CH3:33])([CH3:34])[CH3:35].[Cl:1][c:2]1[cH:3][c:4]([CH2:8][C:9](=[O:10])[OH:11])[cH:5][cH:6][cH:7]1.[Cl:36][CH2:37][Cl:38].[ClH:26].[OH:12][n:13]1[c:14]2[cH:15][cH:16][cH:17][cH:18][c:19]2[n:20][n:21]1>>[Cl:1][c:2]1[cH:3][c:4]([CH2:8][C:9](=[O:11])[N:23]([CH3:22])[O:24][CH3:25])[cH:5][cH:6][cH:7]1. Reactants: N(=[N+]=[N-])CC(COCCCCCCCCCCCCCCCC)CC#N (1-azido-2-cyanomethyl-3-hexadecyloxypropane), C(C)(C)(C)OC(=O)NC(CN)COC(NCCCCCCCCCCCCCCCCCC)=O (2-tert-Butoxycarbonylamino-3-octadecylcarbamoyloxypropylamine), C(C1=CC=CC=C1)(=O)OC(CC(CN)COC(NCCCCCCCCCCCCCCCCCC)=O)C (2-(2-benzoyloxypropan-1-yl)-3-octadecylcarbamoyloxypropylamine), crude product. Reagents/catalysts: [Pd] (palladium on charcoal). Run in CO (methanol). Product: C(#N)CC(CN)COCCCCCCCCCCCCCCCC (2-cyanomethyl-3-hexadecyloxypropylamine). As a reaction SMILES: [N:1]([CH2:4][CH:5]([CH2:24][C:25]#[N:26])[CH2:6][O:7][CH2:8][CH2:9][CH2:10][CH2:11][CH2:12][CH2:13][CH2:14][CH2:15][CH2:16][CH2:17][CH2:18][CH2:19][CH2:20][CH2:21][CH2:22][CH3:23])=[N+]=[N-].C(OC(C)CC(COC(=O)NCCCCCCCCCCCCCCCCCC)CN)(=O)C1C=CC=CC=1.C(OC(NC(COC(=O)NCCCCCCCCCCCCCCCCCC)CN)=O)(C)(C)C>[Pd].CO>[C:25]([CH2:24][CH:5]([CH2:6][O:7][CH2:8][CH2:9][CH2:10][CH2:11][CH2:12][CH2:13][CH2:14][CH2:15][CH2:16][CH2:17][CH2:18][CH2:19][CH2:20][CH2:21][CH2:22][CH3:23])[CH2:4][NH2:1])#[N:26]. Procedure: A suspension of 3.00 g (23 mM) of 1-azido-2-cyanomethyl-3-hexadecyloxypropane V n1b and 300 mg of 10% palladium on charcoal in 100 ml of methanol is hydrogenated as described in (129) and the crude product of the titled compound IV n1 is obtained. The product is COC1=C(COCCCOC2=CC=C(C=C2)C2C(CN(CC2)C(=O)OC(C)(C)C)OCC2=CC(=C(C=C2)C)C(NCCOC)=O)C=CC=C1 (tert-Butyl 4-{4-[3-(2-methoxybenzyloxy)propoxy]phenyl}-3-[3-(2-methoxyethylcarbamoyl)-4-methylbenzyloxy]piperidine-1-carboxylate). Procedure details: Analogously to Example 127a, 0.222 g of tert-butyl 3-(3-chlorocarbonyl-4-methylbenzyloxy)-4-{4-[3-(2-methoxybenzyloxy)propoxy]phenyl}piperidine-1-carboxylate (Example 127b) and 0.053 g of 2-methoxyethylamine are reacted. The title compound is obtained as a colourless oil. Rf=0.14 (1:2 EtOAc-heptane); Rt=5.54. Reactants: ClC(=O)C=1C=C(COC2CN(CCC2C2=CC=C(C=C2)OCCCOCC2=C(C=CC=C2)OC)C(=O)OC(C)(C)C)C=CC1C (tert-butyl 3-(3-chlorocarbonyl-4-methylbenzyloxy)-4-{4-[3-(2-methoxybenzyloxy)propoxy]phenyl}piperidine-1-carboxylate), COCCN (2-methoxyethylamine). As a reaction SMILES: Cl[C:2]([C:4]1[CH:5]=[C:6]([CH:42]=[CH:43][C:44]=1[CH3:45])[CH2:7][O:8][CH:9]1[CH:14]([C:15]2[CH:20]=[CH:19][C:18]([O:21][CH2:22][CH2:23][CH2:24][O:25][CH2:26][C:27]3[CH:32]=[CH:31][CH:30]=[CH:29][C:28]=3[O:33][CH3:34])=[CH:17][CH:16]=2)[CH2:13][CH2:12][N:11]([C:35]([O:37][C:38]([CH3:41])([CH3:40])[CH3:39])=[O:36])[CH2:10]1)=[O:3].[CH3:46][O:47][CH2:48][CH2:49][NH2:50]>>[CH3:34][O:33][C:28]1[CH:29]=[CH:30][CH:31]=[CH:32][C:27]=1[CH2:26][O:25][CH2:24][CH2:23][CH2:22][O:21][C:18]1[CH:19]=[CH:20][C:15]([CH:14]2[CH2:13][CH2:12][N:11]([C:35]([O:37][C:38]([CH3:41])([CH3:40])[CH3:39])=[O:36])[CH2:10][CH:9]2[O:8][CH2:7][C:6]2[CH:42]=[CH:43][C:44]([CH3:45])=[C:4]([C:2](=[O:3])[NH:50][CH2:49][CH2:48][O:47][CH3:46])[CH:5]=2)=[CH:16][CH:17]=1. The reactants are C(C)(=O)[O-].[Na+] (sodium acetate), C(C)(=O)OC(C)=O (Acetic anhydride), NC1CC2=C(CCC1)C(=C(C=C2)O)O (6-amino-6,7,8,9-tetrahydro-5H-benzocycloheptene-1,2-diol). Run in O (water). Conditions: time 4 hour. Product: C(C)(=O)NC1CC2=C(CCC1)C(=C(C=C2)O)O (N-acetyl-6-amino-6,7,8,9-tetrahydro-5H-benzocycloheptene-1,2-diol). As a reaction SMILES: [C:1](OC(=O)C)(=[O:3])[CH3:2].[NH2:8][CH:9]1[CH2:15][CH2:14][CH2:13][C:12]2[C:16]([OH:21])=[C:17]([OH:20])[CH:18]=[CH:19][C:11]=2[CH2:10]1.C([O-])(=O)C.[Na+]>O>[C:1]([NH:8][CH:9]1[CH2:15][CH2:14][CH2:13][C:12]2[C:16]([OH:21])=[C:17]([OH:20])[CH:18]=[CH:19][C:11]=2[CH2:10]1)(=[O:3])[CH3:2] |f:2.3|. Procedure: Acetic anhydride is added to a mixture of 6-amino-6,7,8,9-tetrahydro-5H-benzocycloheptene-1,2-diol Cannon, J. G., et al., J. Med. Chem., 27, 922(1984)! in water containing sodium acetate. The mixture is chilled and stirred in ice for 4 hours followed by filtration to give N-acetyl-6-amino-6,7,8,9-tetrahydro-5H-benzocycloheptene-1,2-diol. Benzyl bromide, powdered potassium carbonate and acetone is added to the isolated N-acetyl-6-amino-6,7,8,9-tetrahydro-5H-benzocycloheptene-1,2-diol and the mixt... The reactants are COC=1C=C(CN2C(CCCC2)C(=O)O)C=CC1 (1-(3-methoxybenzyl)-2-piperidinecarboxylic acid), C1(=CC=CC=C1)C(=O)C(C1=CC=CC=C1)Br (desyl bromide). Procedure: 2-Oxo-1,2-diphenylethyl 1-(3-methoxybenzyl)-2-piperidinecarboxylate was prepared from 1-(3-methoxybenzyl)-2-piperidinecarboxylic acid and desyl bromide in a similar manner to that of Preparation 65. (+) APCI-MS (m/z): 444 (M+ +1) IR (Film): 1730, 1690, 1260 cm-1 Reaction SMILES: [CH3:1][O:2][C:3]1[CH:4]=[C:5]([CH:16]=[CH:17][CH:18]=1)[CH2:6][N:7]1[CH2:12][CH2:11][CH2:10][CH2:9][CH:8]1[C:13]([OH:15])=[O:14].[C:19]1([C:25]([CH:27](Br)[C:28]2[CH:33]=[CH:32][CH:31]=[CH:30][CH:29]=2)=[O:26])[CH:24]=[CH:23][CH:22]=[CH:21][CH:20]=1>>[CH3:1][O:2][C:3]1[CH:4]=[C:5]([CH:16]=[CH:17][CH:18]=1)[CH2:6][N:7]1[CH2:12][CH2:11][CH2:10][CH2:9][CH:8]1[C:13]([O:15][CH:27]([C:28]1[CH:33]=[CH:32][CH:31]=[CH:30][CH:29]=1)[C:25](=[O:26])[C:19]1[CH:24]=[CH:23][CH:22]=[CH:21][CH:20]=1)=[O:14]. Yields the product COC=1C=C(CN2C(CCCC2)C(=O)OC(C(C2=CC=CC=C2)=O)C2=CC=CC=C2)C=CC1 (2-Oxo-1,2-diphenylethyl 1-(3-methoxybenzyl)-2-piperidinecarboxylate).